This data is from the Open Reaction Database (ORD), a public repository of structured organic reaction records. The task is: describe an organic reaction: reactants, conditions, products, and yield Starting materials: C(C)(C)(C)OC(CC(CO)NC(=O)OCC=C)=O (3-allyloxycarbonylamino-4-hydroxy-butyric acid tert-butyl ester). The solvent is C(CCC)O (n-butanol). Yields the product C(C=C)OC(NC1C(OC(C1)=O)OCCCC)=O ((2-Butoxy-5-oxo-tetrahydro-furan-3-yl)-carbamic acid allyl ester), mixture. Isolated yield 29.0%. RXN SMILES: C([O:5][C:6](=[O:18])[CH2:7][CH:8]([NH:11][C:12]([O:14][CH2:15][CH:16]=[CH2:17])=[O:13])[CH2:9][OH:10])(C)(C)C>C(O)CCC>[CH2:15]([O:14][C:12](=[O:13])[NH:11][CH:8]1[CH2:7][C:6](=[O:5])[O:18][CH:9]1[O:10][CH2:6][CH2:7][CH2:8][CH3:9])[CH:16]=[CH2:17]. Procedure: Prepared from 3-allyloxycarbonylamino-4-hydroxy-butyric acid tert-butyl ester as described for 40 using n-butanol to afford 878 mg (29% yield) of the title compound (313 mg of anti diastereomer, 260 mg of syn diastereomer and 305 mg of the mixture). 1H-NMR (500 MHz, CDCl3) for anti diastereomer: δ (higher Rf) 0.89-0.96 (t, 3H), 1.32-1.40 (m, 2H), 1.54-1.63 (m, 2H), 2.37-2.41 (d, H), 2.98-3.04 (q, H), 3.55-3.60 (m, H), 3.77-3.82 (m, H), 4.19-4.22 (m, H), 4.58 (br, 2H), 5.03 (br, H), 5.23-5.40 (m,... Starting materials: NC1=C(C(=O)NN)C=CC=C1 (o-aminobenzhydrazide), OC1=C(C2=CC=CC=C2C=C1)C=O (2-hydroxy-1-naphthaldehyde). The solvent is C1(=CC=CC=C1)C (toluene). Yields the product NC1=C(C(=O)NN=CC2=C(C=CC3=CC=CC=C23)O)C=CC=C1 (2-hydroxy-1-naphthaldehyde-o-aminobenzoyl hydrazone). RXN SMILES: [NH2:1][C:2]1[CH:11]=[CH:10][CH:9]=[CH:8][C:3]=1[C:4]([NH:6][NH2:7])=[O:5].[OH:12][C:13]1[CH:22]=[CH:21][C:20]2[C:15](=[CH:16][CH:17]=[CH:18][CH:19]=2)[C:14]=1[CH:23]=O>C1(C)C=CC=CC=1>[NH2:1][C:2]1[CH:11]=[CH:10][CH:9]=[CH:8][C:3]=1[C:4]([NH:6][N:7]=[CH:23][C:14]1[C:15]2[C:20](=[CH:19][CH:18]=[CH:17][CH:16]=2)[CH:21]=[CH:22][C:13]=1[OH:12])=[O:5]. Procedure details: The hydrazone is prepared by refluxing 30.2 g (0.20 mol) o-aminobenzhydrazide, 34.4 g (0.20 mol) 2-hydroxy-1-naphthaldehyde and 250 ml toluene in a 500 ml flask for 1 hour. The solid formed is collected on a filter and washed with hot ethanol yielding 40 g of yellow 2-hydroxy-1-naphthaldehyde-o-aminobenzoyl hydrazone, melting at 188°-191° C. Reactants: C(C)OC(=O)C=1N=C(C2=CC(=CC=C2C1O)Br)C#N (7-bromo-1-cyano-4-hydroxy-isoquinoline-3-carboxylic acid ethyl ester), C(C1=CC=CC=C1)NC(=O)N (benzylurea). Yields the product C(C)OC(=O)C=1N=C(C2=CC(=CC=C2C1O)NC(=O)NCC1=CC=CC=C1)C#N (7-(3-Benzyl-ureido)-1-cyano-4-hydroxy-isoquinoline-3-carboxylic acid ethyl ester). Reaction SMILES: [CH2:1]([O:3][C:4]([C:6]1[N:7]=[C:8]([C:18]#[N:19])[C:9]2[C:14]([C:15]=1[OH:16])=[CH:13][CH:12]=[C:11](Br)[CH:10]=2)=[O:5])[CH3:2].[CH2:20]([NH:27][C:28]([NH2:30])=[O:29])[C:21]1[CH:26]=[CH:25][CH:24]=[CH:23][CH:22]=1>>[CH2:1]([O:3][C:4]([C:6]1[N:7]=[C:8]([C:18]#[N:19])[C:9]2[C:14]([C:15]=1[OH:16])=[CH:13][CH:12]=[C:11]([NH:30][C:28]([NH:27][CH2:20][C:21]1[CH:26]=[CH:25][CH:24]=[CH:23][CH:22]=1)=[O:29])[CH:10]=2)=[O:5])[CH3:2]. Procedure details: 7-(3-Benzyl-ureido)-1-cyano-4-hydroxy-isoquinoline-3-carboxylic acid ethyl ester was prepared from 7-bromo-1-cyano-4-hydroxy-isoquinoline-3-carboxylic acid ethyl ester under conditions analogous to Example 116(a) using benzylurea. MS ESI(+) m/e: 391.0935 (M+1). Product: ethyl acetate hexanes, OC(CC)(CC)[C@@H]1N(C(OC1)(C)C)C(=O)OC(C)(C)C ((R)-tert-butyl 4-(3-hydroxypentan-3-yl)-2,2-dimethyloxazolidine-3-carboxylate). Yield: 95.0%. Run at temperature -78 celsius, time 2 hour. The reactants are CC1(OC[C@@H](N1C(=O)OC(C)(C)C)C(=O)OC)C ((R)-3-tert-butyl 4-methyl 2,2-dimethyloxazolidine-3,4-dicarboxylate), C1CCOC1 (THF), [Cl-].[Ce+3].[Cl-].[Cl-] (cerium (III) chloride), C1CCOC1 (THF), C(C)[Mg]Br (ethylmagnesium bromide). Procedure: A suspension of cerium (III) chloride (119 g, 482.07 mmol) in THF (350 mL) at room temperature was stirred vigorously for 2 hours. The suspension was cooled to −78° C. and ethylmagnesium bromide (482 mL, 482.07 mmol) was added dropwise. The mixture was stirred at −78° C. for 1.5 hours. (R)-3-tert-butyl 4-methyl 2,2-dimethyloxazolidine-3,4-dicarboxylate (Aldrich, 25 g, 96.41 mmol) in THF (100 mL) was then added dropwise at −78° C. The reaction was stirred at −78° C. for 30 minutes and then warmed... Reaction SMILES: [Cl-].[Ce+3].[Cl-].[Cl-].[CH2:5]([Mg]Br)[CH3:6].[CH3:9][C:10]1([CH3:26])[N:14]([C:15]([O:17][C:18]([CH3:21])([CH3:20])[CH3:19])=[O:16])[C@@H:13]([C:22]([O:24]C)=O)[CH2:12][O:11]1.[CH2:27]1COC[CH2:28]1>>[OH:24][C:22]([C@H:13]1[CH2:12][O:11][C:10]([CH3:9])([CH3:26])[N:14]1[C:15]([O:17][C:18]([CH3:19])([CH3:20])[CH3:21])=[O:16])([CH2:5][CH3:6])[CH2:27][CH3:28] |f:0.1.2.3|. The reactants are ClC1=CC=C(C=C1)C=1N=CNC1 (4-(4-chlorophenyl)-1H-imidazole), [H-].[Na+] (sodium hydride), BrCCCCNC(C=1C(C(=O)N)=CC=CC1)=O (N-4-bromobutyl-phthalamide). The product is ClC1=CC=C(C=C1)C=1N=CN(C1)CCCCN1C(C2=CC=CC=C2C1=O)=O (2-(4-(4-(4-chlorophenyl)-1H-imidazol-1-yl) butyl)-1H-iso indol-1,3(2H)-dione). Yield: 37.4%. RXN SMILES: [Cl:1][C:2]1[CH:7]=[CH:6][C:5]([C:8]2[N:9]=[CH:10][NH:11][CH:12]=2)=[CH:4][CH:3]=1.[H-].[Na+].Br[CH2:16][CH2:17][CH2:18][CH2:19][NH:20][C:21](=[O:31])[C:22]1[C:23](=[CH:27][CH:28]=[CH:29][CH:30]=1)[C:24](N)=[O:25]>>[Cl:1][C:2]1[CH:3]=[CH:4][C:5]([C:8]2[N:9]=[CH:10][N:11]([CH2:16][CH2:17][CH2:18][CH2:19][N:20]3[C:24](=[O:25])[C:23]4[C:22](=[CH:30][CH:29]=[CH:28][CH:27]=4)[C:21]3=[O:31])[CH:12]=2)=[CH:6][CH:7]=1 |f:1.2|. Reported procedure: Using the procedure of Stage A of Example 1, 12.2 g of the product of Stage A, 4.96 g of sodium hydride and 23.83 g of N-4-bromobutyl-phthalamide were reacted to obtain 9.7 g of the expected product. Starting materials: FC1=C(C=CC=C1)C1=NCC=2N(C3=C1C=C(C=C3)Cl)N=C(N2)C(=O)O (6-(o-fluorophenyl)-8-chloro-4H-s-triazolo[1,5-a] [1,4]benzodiazepine-2-carboxylic acid), S(=O)(Cl)Cl (thionyl chloride). The product is FC1=C(C=CC=C1)C1=NCC=2N(C3=C1C=C(C=C3)Cl)N=C(N2)C(=O)Cl (6 -(o-fluorophenyl)-8-chloro-4H-s-triazolo[1,5-a] [1,4]benzodiazepine-2-carbonyl chloride). RXN SMILES: [F:1][C:2]1[CH:7]=[CH:6][CH:5]=[CH:4][C:3]=1[C:8]1[C:14]2[CH:15]=[C:16]([Cl:19])[CH:17]=[CH:18][C:13]=2[N:12]2[N:20]=[C:21]([C:23]([OH:25])=O)[N:22]=[C:11]2[CH2:10][N:9]=1.S(Cl)([Cl:28])=O>>[F:1][C:2]1[CH:7]=[CH:6][CH:5]=[CH:4][C:3]=1[C:8]1[C:14]2[CH:15]=[C:16]([Cl:19])[CH:17]=[CH:18][C:13]=2[N:12]2[N:20]=[C:21]([C:23]([Cl:28])=[O:25])[N:22]=[C:11]2[CH2:10][N:9]=1. Procedure: An amount of 3.63 g (0.010 mole) of 6-(o-fluorophenyl)-8-chloro-4H-s-triazolo[1,5-a] [1,4]benzodiazepine-2-carboxylic acid is refluxed with 60 ml of thionyl chloride for 2 hours. The clear yellow solution is concentrated at 40° in vacuo and, to effect the total removal of thionyl chloride, the residue dissolved in 50 ml of abs. toluene and again concentrated by evaporation to obtain as residue crude 6 -(o-fluorophenyl)-8-chloro-4H-s-triazolo[1,5-a] [1,4]benzodiazepine-2-carbonyl chloride. It can... Starting materials: ClC1=C2NC=NC2=NC(=N1)F (6-chloro-2-fluoropurine), CCN(C(C)C)C(C)C (DIEA), CC=1C(=NC=CC1)CN ((3-methylpyridin-2-yl)methanamine). Run in CCCCO (n-BuOH). Conditions: time 1 hour. Product: FC1=NC(=C2N=CNC2=N1)NCC1=NC=CC=C1C (2-Fluoro-N-((3-methylpyridin-2-yl)methyl)-9H-purin-6-amine). Reaction SMILES: Cl[C:2]1[N:10]=[C:9]([F:11])[N:8]=[C:7]2[C:3]=1[NH:4][CH:5]=[N:6]2.CCN(C(C)C)C(C)C.[CH3:21][C:22]1[C:23]([CH2:28][NH2:29])=[N:24][CH:25]=[CH:26][CH:27]=1>CCCCO>[F:11][C:9]1[N:8]=[C:7]2[C:3]([N:4]=[CH:5][NH:6]2)=[C:2]([NH:29][CH2:28][C:23]2[C:22]([CH3:21])=[CH:27][CH:26]=[CH:25][N:24]=2)[N:10]=1. Procedure details: To a stirred solution of 6-chloro-2-fluoropurine (0.4 g, 2.3 mmol) in n-BuOH (50 ml) under an argon atmosphere at 0° C., was added DIEA (2.5 ml, 14.7 mmol) followed by (3-methylpyridin-2-yl)methanamine (0.36 g, 2.95 mmol). The reaction mixture was stirred at this temperature for 1 h and then allowed to return to room temperature and stirred for 4 h, it was still seen incomplete, hence heated the reaction to 100° C. and left at that temperature for 8 h. The solvent was evaporated in vacuo and the... Reactants: FC=1C=C(C=CC1)C=1CCN(CC1)CCOC1=C(C=CC=C1)C1SCCN1 (2-{2-[2-(4-(3-fluorophenyl)-1,2,3,6-tetrahydropyridin-1-yl)ethyloxy]phenyl}thiazolidine), C(C)(=O)N=C=S (acetyl isothiocyanate). Solvent: CC(=O)C (acetone). Reaction conditions: time 2 hour. Product: C(C)(=O)NC(=S)N1C(SCC1)C1=C(C=CC=C1)OCCN1CCC(=CC1)C1=CC(=CC=C1)F (N-acetyl-2-{2-[2-(4-(3-fluorophenyl)-1,2,3,6-tetrahydropyridin-1-yl)ethyloxy]phenyl}thiazolidine-3-carbothioamide). Yield: 64.8%. RXN SMILES: [F:1][C:2]1[CH:3]=[C:4]([C:8]2[CH2:9][CH2:10][N:11]([CH2:14][CH2:15][O:16][C:17]3[CH:22]=[CH:21][CH:20]=[CH:19][C:18]=3[CH:23]3[NH:27][CH2:26][CH2:25][S:24]3)[CH2:12][CH:13]=2)[CH:5]=[CH:6][CH:7]=1.[C:28]([N:31]=[C:32]=[S:33])(=[O:30])[CH3:29]>CC(C)=O>[C:28]([NH:31][C:32]([N:27]1[CH2:26][CH2:25][S:24][CH:23]1[C:18]1[CH:19]=[CH:20][CH:21]=[CH:22][C:17]=1[O:16][CH2:15][CH2:14][N:11]1[CH2:10][CH:9]=[C:8]([C:4]2[CH:5]=[CH:6][CH:7]=[C:2]([F:1])[CH:3]=2)[CH2:13][CH2:12]1)=[S:33])(=[O:30])[CH3:29]. Procedure: A mixture of 2.69 g of 2-{2-[2-(4-(3-fluorophenyl)-1,2,3,6-tetrahydropyridin-1-yl)ethyloxy]phenyl}thiazolidine, 0.78 g of acetyl isothiocyanate and 20 ml of acetone is stirred at room temperature for 2 hours. The reaction mixture is treated in the same manner as described in Example 73. 2.2 g of N-acetyl-2-{2-[2-(4-(3-fluorophenyl)-1,2,3,6-tetrahydropyridin-1-yl)ethyloxy]phenyl}thiazolidine-3-carbothioamide are obtained. Yield: 65%.